From a dataset of the Open Reaction Database (ORD), a public repository of structured organic reaction records. describe an organic reaction: reactants, conditions, products, and yield The reactants are COC([C@H](CC1=C(C=C(C=C1)OCC=1N=C(OC1)C1=CC=CC=C1)C)OCC)=O ((S)-2-ethoxy-3-[2-methyl-4-(2-phenyl-oxazol-4-ylmethoxy)-phenyl]-propionic acid methyl ester), [Li+].[OH-] (LiOH). The product is C(C)O[C@H](C(=O)O)CC1=C(C=C(C=C1)OCC=1N=C(OC1)C1=CC=CC=C1)C ((S)-2-ethoxy-3-[2-methyl-4-(2-phenyl-oxazol-4-ylmethoxy)-phenyl]-propionic acid). Reaction SMILES: C[O:2][C:3](=[O:29])[C@@H:4]([O:26][CH2:27][CH3:28])[CH2:5][C:6]1[CH:11]=[CH:10][C:9]([O:12][CH2:13][C:14]2[N:15]=[C:16]([C:19]3[CH:24]=[CH:23][CH:22]=[CH:21][CH:20]=3)[O:17][CH:18]=2)=[CH:8][C:7]=1[CH3:25].[Li+].[OH-]>>[CH2:27]([O:26][C@@H:4]([CH2:5][C:6]1[CH:11]=[CH:10][C:9]([O:12][CH2:13][C:14]2[N:15]=[C:16]([C:19]3[CH:20]=[CH:21][CH:22]=[CH:23][CH:24]=3)[O:17][CH:18]=2)=[CH:8][C:7]=1[CH3:25])[C:3]([OH:29])=[O:2])[CH3:28] |f:1.2|. Procedure: In analogy to the procedure described in example 1 g], (S)-2-ethoxy-3-[2-methyl-4-(2-phenyl-oxazol-4-ylmethoxy)-phenyl]-propionic acid methyl ester was treated with LiOH to obtain (S)-2-ethoxy-3-[2-methyl-4-(2-phenyl-oxazol-4-ylmethoxy)-phenyl]-propionic acid as colorless solid.